Dataset: the Open Reaction Database (ORD), a public repository of structured organic reaction records. Task: describe an organic reaction: reactants, conditions, products, and yield Reactants: NCCNN, S, N#CC(Cc1ccccc1)c1ccccc1. Product: c1ccc(CC(C2=NNCCN2)c2ccccc2)cc1. Reaction SMILES: [NH2:17][CH2:18][CH2:19][NH:20][NH2:21].[S:22].[c:1]1([CH:7]([C:8]#[N:9])[CH2:10][c:11]2[cH:12][cH:13][cH:14][cH:15][cH:16]2)[cH:2][cH:3][cH:4][cH:5][cH:6]1>>[c:1]1([CH:7]([C:8]2=[N:9][NH:17][CH2:18][CH2:19][NH:20]2)[CH2:10][c:11]2[cH:12][cH:13][cH:14][cH:15][cH:16]2)[cH:2][cH:3][cH:4][cH:5][cH:6]1. The reactants are C(C)(C)(C)NCC(COC1=C(C=CC(=C1)OC)C1=CC=C(N=N1)OC)O (6-[2-(3-t-butylamino-2-hydroxypropoxy)-4-methoxyphenyl]-3-methoxypyridazine), O.NN (hydrazine hydrate). The product is C(C)(C)(C)NCC(COC1=C(C=CC(=C1)OC)C1=CC=C(N=N1)NN)O (6-[2-(3-t-butylamino-2-hydroxypropoxy)-4-methoxyphenyl]-3-hydrazino pyridazine), ethanol-ether. RXN SMILES: [C:1]([NH:5][CH2:6][CH:7]([OH:26])[CH2:8][O:9][C:10]1[CH:15]=[C:14]([O:16][CH3:17])[CH:13]=[CH:12][C:11]=1[C:18]1[N:23]=[N:22][C:21](OC)=[CH:20][CH:19]=1)([CH3:4])([CH3:3])[CH3:2].O.[NH2:28][NH2:29]>>[C:1]([NH:5][CH2:6][CH:7]([OH:26])[CH2:8][O:9][C:10]1[CH:15]=[C:14]([O:16][CH3:17])[CH:13]=[CH:12][C:11]=1[C:18]1[N:23]=[N:22][C:21]([NH:28][NH2:29])=[CH:20][CH:19]=1)([CH3:4])([CH3:3])[CH3:2] |f:1.2|. Reported procedure: A stirred mixture of 6-[2-(3-t-butylamino-2-hydroxypropoxy)-4-methoxyphenyl]-3-methoxypyridazine (0.36 g, 0.001 mole) and hydrazine hydrate (8 ml) was heated under reflux for 2 hours. Excess of hydrazine hydrate was removed under reduced pressure and 6-[2-(3-t-butylamino-2-hydroxypropoxy)-4-methoxyphenyl]-3-hydrazino pyridazine was isolated by crystallisation from ethanol-ether Reactants: C(C)(=O)CC(C)=O (acetylacetone), [OH-].[Na+] (NaOH), C(C=C)Br (Allyl bromide). The solvent is CO (MeOH). Reaction conditions: temperature 0 celsius. The product is C(C=C)C(C(C)=O)C(C)=O (3-allylpentane-2,4-dione). The yield is 48.0%. Reaction SMILES: [OH-].[Na+].[C:3]([CH2:6][C:7](=[O:9])[CH3:8])(=[O:5])[CH3:4].[CH2:10](Br)[CH:11]=[CH2:12]>CO>[CH2:12]([CH:6]([C:7](=[O:9])[CH3:8])[C:3](=[O:5])[CH3:4])[CH:11]=[CH2:10] |f:0.1|. Procedure details: NaOH (4.51 g, 113 mmol) was dissolved in anhydrous MeOH. After cooling the mixture to 0° C. using an ice-bath, acetylacetone (10.0 g, 99.8 mmol) was added while stirring over a period of several minutes. Allyl bromide (10.4 mL, 123 mmol) was then added without cooling over a period of 10 min. After addition was complete, the reaction mixture was refluxed for an additional 2 h. The mixture was cooled and filtered to remove excess NaBr. MeOH and the excess allyl bromide were removed by distillatio... Starting materials: Cc1cc(C)n2nc(C=O)nc2n1, CS(C)=O, CCc1cc(CCC2(C3CCCC3)CC(=O)CC(=O)O2)cc(CC)c1O. Yields the product CCc1cc(CCC2(C3CCCC3)CC(O)=C(Cc3nc4nc(C)cc(C)n4n3)C(=O)O2)cc(CC)c1O. RXN SMILES: [CH3:1][c:2]1[n:3][c:4]2[n:5]([c:6]([CH3:8])[cH:7]1)[n:9][c:10]([CH:12]=[O:13])[n:11]2.[CH3:40][S:41]([CH3:42])=[O:43].[CH:14]1([C:19]2([CH2:27][CH2:28][c:29]3[cH:30][c:31]([CH2:38][CH3:39])[c:32]([OH:37])[c:33]([CH2:35][CH3:36])[cH:34]3)[CH2:20][C:21](=[O:26])[CH2:22][C:23](=[O:25])[O:24]2)[CH2:15][CH2:16][CH2:17][CH2:18]1>>[CH3:1][c:2]1[n:3][c:4]2[n:5]([c:6]([CH3:8])[cH:7]1)[n:9][c:10]([CH2:12][C:22]1=[C:21]([OH:26])[CH2:20][C:19]([CH:14]3[CH2:15][CH2:16][CH2:17][CH2:18]3)([CH2:27][CH2:28][c:29]3[cH:30][c:31]([CH2:38][CH3:39])[c:32]([OH:37])[c:33]([CH2:35][CH3:36])[cH:34]3)[O:24][C:23]1=[O:25])[n:11]2. The reactants are ClC1=C(C(=C2N1CCN(C2)C(=O)OC(C)(C)C)C(=O)OCC)C2=CC(=CC=C2)F (2-tert-butyl 8-ethyl 6-chloro-7-(3-fluorophenyl)-3,4-dihydropyrrolo[1,2-a]pyrazine-2,8(1H)-dicarboxylate), C(=O)[O-].[NH4+] (ammonium formate). The reagents and catalysts are [Pd] (palladium-on-charcoal). Run in CO (methanol). Product: FC=1C=C(C=CC1)C=1C(=C2N(CCN(C2)C(=O)OC(C)(C)C)C1)C(=O)OCC (2-tert-butyl 8-ethyl 7-(3-fluorophenyl)-3,4-dihydropyrrolo[1,2-a]pyrazine-2,8(1H)-dicarboxylate). The yield is 99.7%. As a reaction SMILES: Cl[C:2]1[N:6]2[CH2:7][CH2:8][N:9]([C:11]([O:13][C:14]([CH3:17])([CH3:16])[CH3:15])=[O:12])[CH2:10][C:5]2=[C:4]([C:18]([O:20][CH2:21][CH3:22])=[O:19])[C:3]=1[C:23]1[CH:28]=[CH:27][CH:26]=[C:25]([F:29])[CH:24]=1.C([O-])=O.[NH4+]>CO.[Pd]>[F:29][C:25]1[CH:24]=[C:23]([C:3]2[C:4]([C:18]([O:20][CH2:21][CH3:22])=[O:19])=[C:5]3[CH2:10][N:9]([C:11]([O:13][C:14]([CH3:16])([CH3:17])[CH3:15])=[O:12])[CH2:8][CH2:7][N:6]3[CH:2]=2)[CH:28]=[CH:27][CH:26]=1 |f:1.2|. Reported procedure: A mixture of 6.00 g (14.2 mmol) of 2-tert-butyl 8-ethyl 6-chloro-7-(3-fluorophenyl)-3,4-dihydropyrrolo[1,2-a]pyrazine-2,8(1H)-dicarboxylate, 13.4 g (212 mmol) of ammonium formate (CAS 540-69-2) and 0.6 g of 10% palladium-on-charcoal containing 50% water in 50 ml of methanol is stirred at reflux for 45 minutes. After cooling, the mixture is filtered through a Büchner funnel and the filtrate is concentrated under reduced pressure. The residue is taken up in ethyl acetate, the solution is washed wi... The reactants are Nc1ccc(S(=O)(=O)c2cc(Br)nc(N3CCCC3)c2)cc1, COc1ccccc1B(O)O, [Na+], [Na+], O=C([O-])[O-]. The product is COc1ccccc1-c1cc(S(=O)(=O)c2ccc(N)cc2)cc(N2CCCC2)n1. RXN SMILES: [Br:1][c:2]1[n:3][c:4]([N:18]2[CH2:19][CH2:20][CH2:21][CH2:22]2)[cH:5][c:6]([S:8](=[O:9])(=[O:10])[c:11]2[cH:12][cH:13][c:14]([NH2:17])[cH:15][cH:16]2)[cH:7]1.[CH3:23][O:24][c:25]1[c:26]([B:31]([OH:32])[OH:33])[cH:27][cH:28][cH:29][cH:30]1.[Na+:34].[Na+:35].[O-:36][C:37](=[O:38])[O-:39]>>[c:2]1(-[c:26]2[c:25]([O:24][CH3:23])[cH:30][cH:29][cH:28][cH:27]2)[n:3][c:4]([N:18]2[CH2:19][CH2:20][CH2:21][CH2:22]2)[cH:5][c:6]([S:8](=[O:9])(=[O:10])[c:11]2[cH:12][cH:13][c:14]([NH2:17])[cH:15][cH:16]2)[cH:7]1. Starting materials: CC(=O)N1C(=O)C(C)(C)c2ccccc21, Cl. Yields the product CC1(C)C(=O)Nc2ccccc21. Reaction SMILES: [C:1](=[O:2])([CH3:3])[N:4]1[C:5](=[O:15])[C:6]([CH3:13])([CH3:14])[c:7]2[cH:8][cH:9][cH:10][cH:11][c:12]21.[ClH:16]>>[NH:4]1[C:5](=[O:15])[C:6]([CH3:13])([CH3:14])[c:7]2[cH:8][cH:9][cH:10][cH:11][c:12]21. The reactants are ClC1=C(C(=CC=C1)Cl)N1N=C2C(C(=NC=C2)N)=C1 (2-(2,6-dichlorophenyl)-2H-pyrazolo[4,3-c]pyridine-4-ylamine), NC=1N=NC(=CC1)Cl (3-amino-6-chloropyridazine), CC1(C2=C(C(=CC=C2)P(C3=CC=CC=C3)C4=CC=CC=C4)OC5=C(C=CC=C51)P(C6=CC=CC=C6)C7=CC=CC=C7)C (Xantphos), C([O-])([O-])=O.[Cs+].[Cs+] (cesium carbonate). Reagents/catalysts: C=1C=CC(=CC1)/C=C/C(=O)/C=C/C2=CC=CC=C2.C=1C=CC(=CC1)/C=C/C(=O)/C=C/C2=CC=CC=C2.C=1C=CC(=CC1)/C=C/C(=O)/C=C/C2=CC=CC=C2.[Pd].[Pd] (Pd2(dba)3). Solvent: O1CCOCC1 (dioxane). Run at temperature 150 celsius. Yields the product ClC1=C(C(=CC=C1)Cl)N1N=C2C(C(=NC=C2)NC=2N=NC(=CC2)N)=C1 (N-[2-(2,6-Dichlorophenyl)-2H-pyrazolo[4,3-c]pyridin-4-yl]-pyridazine-3,6-diamine). Isolated yield 12.7%. Reaction SMILES: [Cl:1][C:2]1[CH:7]=[CH:6][CH:5]=[C:4]([Cl:8])[C:3]=1[N:9]1[CH:18]=[C:12]2[C:13]([NH2:17])=[N:14][CH:15]=[CH:16][C:11]2=[N:10]1.[NH2:19][C:20]1[N:21]=[N:22][C:23](Cl)=[CH:24][CH:25]=1.CC1(C)C2C(=C(P(C3C=CC=CC=3)C3C=CC=CC=3)C=CC=2)OC2C(P(C3C=CC=CC=3)C3C=CC=CC=3)=CC=CC1=2.C(=O)([O-])[O-].[Cs+].[Cs+]>O1CCOCC1.C1C=CC(/C=C/C(/C=C/C2C=CC=CC=2)=O)=CC=1.C1C=CC(/C=C/C(/C=C/C2C=CC=CC=2)=O)=CC=1.C1C=CC(/C=C/C(/C=C/C2C=CC=CC=2)=O)=CC=1.[Pd].[Pd]>[Cl:1][C:2]1[CH:7]=[CH:6][CH:5]=[C:4]([Cl:8])[C:3]=1[N:9]1[CH:18]=[C:12]2[C:13]([NH:17][C:23]3[N:22]=[N:21][C:20]([NH2:19])=[CH:25][CH:24]=3)=[N:14][CH:15]=[CH:16][C:11]2=[N:10]1 |f:3.4.5,7.8.9.10.11|. Reported procedure: A mixture of 2-(2,6-dichlorophenyl)-2H-pyrazolo[4,3-c]pyridine-4-ylamine (100 mg, 0.36 mmol), 3-amino-6-chloropyridazine (57 mg, 0.44 mmol), Pd2(dba)3 (8 mg, 0.009 mmol), Xantphos (21 mg, 0.036 mmol) and cesium carbonate (234 mg, 0.72 mmol) in dioxane (2.5 mL) was degassed with argon then heated at 150° C. for 30 minutes in a microwave reactor. The reaction mixture was partitioned between ethyl acetate and water. The organic layer was washed with brine, dried over anhydrous sodium sulfate, and c... The reactants are CC(C)(C)OC(N)=O, CC#N, C[Si](C)(C)Cl, O=Cc1ccc(F)cc1, [Na+], O, Cc1ccc(S(=O)(=O)[O-])cc1. The product is Cc1ccc(S(=O)(=O)C(NC(=O)OC(C)(C)C)c2ccc(F)cc2)cc1. Reaction SMILES: [C:10]([NH2:11])([O:12][C:13]([CH3:14])([CH3:15])[CH3:16])=[O:17].[CH3:35][C:36]#[N:37].[Cl:30][Si:31]([CH3:32])([CH3:33])[CH3:34].[F:1][c:2]1[cH:3][cH:4][c:5]([CH:6]=[O:7])[cH:8][cH:9]1.[Na+:29].[OH2:38].[c:18]1([CH3:28])[cH:19][cH:20][c:21]([S:24](=[O:25])(=[O:26])[O-:27])[cH:22][cH:23]1>>[F:1][c:2]1[cH:3][cH:4][c:5]([CH:6]([NH:11][C:10]([O:12][C:13]([CH3:14])([CH3:15])[CH3:16])=[O:17])[S:24]([c:21]2[cH:20][cH:19][c:18]([CH3:28])[cH:23][cH:22]2)(=[O:25])=[O:26])[cH:8][cH:9]1.